This data is from the Open Reaction Database (ORD), a public repository of structured organic reaction records. The task is: describe an organic reaction: reactants, conditions, products, and yield The solvent is C(C)#N (acetonitrile). The reactants are FC1(OC2=C(C1(F)F)C=CC=C2CO)F (2,2,3,3-tetrafluoro-2,3-dihydrobenzofuran-7-ylmethanol), [Br-].[Li+] (lithium bromide), C[Si](C)(C)Cl (trimethylsilyl chloride). Reported procedure: This compound is prepared in a manner analogous to that of Step A of Example 5, using 11.1 grams (0.05 mole) of 2,2,3,3-tetrafluoro-2,3-dihydrobenzofuran-7-ylmethanol, 8.7 grams (0.1 mole) of lithium bromide, and 13.5 grams (0.125 mole) of trimethylsilyl chloride in 100 mL of acetonitrile, yielding 2,2,3,3-tetrafluoro-2,3-dihydrobenzofuran-7-ylmethyl bromide. Product: FC1(OC2=C(C1(F)F)C=CC=C2CBr)F (2,2,3,3-tetrafluoro-2,3-dihydrobenzofuran-7-ylmethyl bromide). Reaction SMILES: [F:1][C:2]1([F:15])[C:6]([F:8])([F:7])[C:5]2[CH:9]=[CH:10][CH:11]=[C:12]([CH2:13]O)[C:4]=2[O:3]1.[Br-:16].[Li+].C[Si](Cl)(C)C>C(#N)C>[F:1][C:2]1([F:15])[C:6]([F:8])([F:7])[C:5]2[CH:9]=[CH:10][CH:11]=[C:12]([CH2:13][Br:16])[C:4]=2[O:3]1 |f:1.2|.